Dataset: the Open Reaction Database (ORD), a public repository of structured organic reaction records. Task: describe an organic reaction: reactants, conditions, products, and yield The reactants are Cl (hydrochloric acid), ClC1=C(C=CC=C1)C1CC(C=2C(=NC(=NC2C1)C)C)=O (7-(2-chlorophenyl)-2,4-dimethyl-5,6,7,8-tetrahydroquinazolin-5-one), C(=N)(N)NN.Cl (aminoguanidine hydrochloride). The solvent is C(C)O (ethanol). Conditions: temperature 90 celsius, time 3 hour. Yields the product Cl.ClC1=C(C=CC=C1)C1C\C(\C=2C(=NC(=NC2C1)C)C)=N/NC(=N)N ((E)-7-(2-chlorophenyl)-5-guanidinoimino-2,4-dimethyl-5,6,7,8-tetrahydroquinazoline hydrochloride). The yield is 105.8%. Reaction SMILES: [Cl:1][C:2]1[CH:7]=[CH:6][CH:5]=[CH:4][C:3]=1[CH:8]1[CH2:17][C:16]2[N:15]=[C:14]([CH3:18])[N:13]=[C:12]([CH3:19])[C:11]=2[C:10](=O)[CH2:9]1.[C:21]([NH:24][NH2:25])([NH2:23])=[NH:22].Cl.Cl>C(O)C>[ClH:1].[Cl:1][C:2]1[CH:7]=[CH:6][CH:5]=[CH:4][C:3]=1[CH:8]1[CH2:17][C:16]2[N:15]=[C:14]([CH3:18])[N:13]=[C:12]([CH3:19])[C:11]=2/[C:10](=[N:25]/[NH:24][C:21]([NH2:23])=[NH:22])/[CH2:9]1 |f:1.2,5.6|. Reported procedure: To a mixture of 7-(2-chlorophenyl)-2,4-dimethyl-5,6,7,8-tetrahydroquinazolin-5-one (0.20 g) and aminoguanidine hydrochloride (77 mg) were added ethanol (14 ml) and 6N hydrochloric acid (0.12 ml), and the mixture was stirred at 90° C. for 3 hours and cooled. The reaction solution was concentrated under reduced pressure, and the residue was washed with ethanol, ethyl acetate and isopropylether, and dried to give (E)-7-(2-chlorophenyl)-5-guanidinoimino-2,4-dimethyl-5,6,7,8-tetrahydroquinazoline hyd... The reactants are C(C)(C)C1=CC=C(C=C1)C1=C(OC2=C1C(=CC(=C2C)C)C)C (3-(4-isopropylphenyl)-2,4,6,7-tetramethyl-1-benzofuran). Solvent: CO (methanol). Yields the product C(C)(C)C1=CC=C(C=C1)[C@@H]1[C@@H](OC2=C1C(=CC(=C2C)C)C)C ((cis)-3-(4-Isopropylphenyl)-2,4,6,7-tetramethyl-2,3-dihydro-1-benzofuran). Yield: 63.0%. RXN SMILES: [CH:1]([C:4]1[CH:9]=[CH:8][C:7]([C:10]2[C:14]3[C:15]([CH3:21])=[CH:16][C:17]([CH3:20])=[C:18]([CH3:19])[C:13]=3[O:12][C:11]=2[CH3:22])=[CH:6][CH:5]=1)([CH3:3])[CH3:2]>CO>[CH:1]([C:4]1[CH:5]=[CH:6][C:7]([C@H:10]2[C:14]3[C:15]([CH3:21])=[CH:16][C:17]([CH3:20])=[C:18]([CH3:19])[C:13]=3[O:12][C@H:11]2[CH3:22])=[CH:8][CH:9]=1)([CH3:3])[CH3:2]. Reported procedure: Using 3-(4-isopropylphenyl)-2,4,6,7-tetramethyl-1-benzofuran obtained in Reference Example 347, the title compound was synthesized in the same manner as in Reference Example 144. Yield 63%. Melting point: 79-80° C. (methanol). The reactants are O1CCCC=C1 (3,4-dihydro-2H-pyran), FC(C(=O)O)(F)F (Trifluoroacetic acid), N[C@H](C(=O)O)CCCCN(C[C@@H](CCNC(=O)OCC1=CC=CC=C1)O)C(=O)OCC1=CC=CC=C1 ((2S,9R)-2-Amino-11-[(benzyloxycarbonyl)amino]-7-(carbobenzyloxy)-9-hydroxy-7-azaundecanoic Acid), O1CCCC=C1 (3,4-dihydro-2H-pyran). Solvent: C(Cl)(Cl)Cl (CHCl3). Run at time 16 hour. Yields the product N[C@H](C(=O)O)CCCCN(C[C@@H](CCNC(=O)OCC1=CC=CC=C1)OC1OCCCC1)C(=O)OCC1=CC=CC=C1 ((2S,9R)-2-Amino-11-[(benzyloxycarbonyl)amino]-7-(carbobenzyloxy)-9-(tetrahydropyran-2-yloxy)-7-azaundecanoic Acid). The yield is 51.9%. Reaction SMILES: FC(F)(F)C(O)=O.[NH2:8][C@@H:9]([CH2:13][CH2:14][CH2:15][CH2:16][N:17]([C:34]([O:36][CH2:37][C:38]1[CH:43]=[CH:42][CH:41]=[CH:40][CH:39]=1)=[O:35])[CH2:18][C@H:19]([OH:33])[CH2:20][CH2:21][NH:22][C:23]([O:25][CH2:26][C:27]1[CH:32]=[CH:31][CH:30]=[CH:29][CH:28]=1)=[O:24])[C:10]([OH:12])=[O:11].[O:44]1[CH:49]=[CH:48][CH2:47][CH2:46][CH2:45]1>C(Cl)(Cl)Cl>[NH2:8][C@@H:9]([CH2:13][CH2:14][CH2:15][CH2:16][N:17]([C:34]([O:36][CH2:37][C:38]1[CH:39]=[CH:40][CH:41]=[CH:42][CH:43]=1)=[O:35])[CH2:18][C@H:19]([O:33][CH:45]1[CH2:46][CH2:47][CH2:48][CH2:49][O:44]1)[CH2:20][CH2:21][NH:22][C:23]([O:25][CH2:26][C:27]1[CH:28]=[CH:29][CH:30]=[CH:31][CH:32]=1)=[O:24])[C:10]([OH:12])=[O:11]. Reported procedure: Trifluoroacetic acid (164 mg, 1.44 mmol) was added to a solution of 17a (360 mg, 0.72 mmol) in CHCl3 (7 mL). The solution was concentrated in vacuo. The resultant oil was dissolved in CH2Cl2 (20 mL), and 3,4-dihydro-2H-pyran (69 mg, 75 μL, 0.83 mmol) was added at room temperature. The reaction progress was monitored by TLC, and six additional portions of 3,4-dihydro-2H-pyran (69 mg each) were added over the next 31 hours. The reaction mixture was stirred for an additional 16 hours and concentrat... Starting materials: CN(C(=O)Cl)C (dimethyl carbamoyl chloride), C(=O)([O-])[O-].[K+].[K+] (K2CO3), C[Si](C)(C)C#N (trimethylsilylcyanide), C(C)(C)(C)C1=CC=[N+](C=C1)[O-] (4-tert-butylpyridine-N-oxide). Run in ClCCl (dichloromethane), ClCCl (dichloromethane). Reaction conditions: time 24 hour. Yields the product C(#N)C1=NC=CC(=C1)C(C)(C)C (2-Cyano-4-tert-butylpyridine). The yield is 99.9%. RXN SMILES: C[Si]([C:5]#[N:6])(C)C.[C:7]([C:11]1[CH:16]=[CH:15][N+:14]([O-])=[CH:13][CH:12]=1)([CH3:10])([CH3:9])[CH3:8].CN(C)C(Cl)=O.C([O-])([O-])=O.[K+].[K+]>ClCCl>[C:5]([C:15]1[CH:16]=[C:11]([C:7]([CH3:10])([CH3:9])[CH3:8])[CH:12]=[CH:13][N:14]=1)#[N:6] |f:3.4.5|. Reported procedure: To trimethylsilylcyanide (25.0 ml, 187.5 mmol) was added a solution of 4-tert-butylpyridine-N-oxide (Description 3; 22.68 g, 150 mmol) in anhydrous dichloromethane (200 ml). To this mixture was added dropwise a solution of dimethyl carbamoyl chloride (17.26 ml, 187.5 mmol) in anhydrous dichloromethane (50 ml). The reaction mixture was stirred at room temperature for 24 hours. A solution of 10% aqueous K2CO3 (200 ml) was added dropwise and the resulting mixture stirred for 10 minutes. The organic... The reactants are CCOC(=O)c1cc(Oc2ccc(S(C)(=O)=O)cc2)c2cc(CC)oc2c1, CO, [K+], [OH-], O. The product is CCc1cc2c(Oc3ccc(S(C)(=O)=O)cc3)cc(C(=O)O)cc2o1. Reaction SMILES: [CH2:1]([CH3:2])[c:3]1[o:4][c:5]2[c:6]([cH:7]1)[c:8]([O:17][c:18]1[cH:19][cH:20][c:21]([S:24](=[O:25])(=[O:26])[CH3:27])[cH:22][cH:23]1)[cH:9][c:10]([C:12](=[O:13])[O:14][CH2:15][CH3:16])[cH:11]2.[CH3:30][OH:31].[K+:29].[OH-:28].[OH2:32]>>[CH2:1]([CH3:2])[c:3]1[o:4][c:5]2[c:6]([cH:7]1)[c:8]([O:17][c:18]1[cH:19][cH:20][c:21]([S:24](=[O:25])(=[O:26])[CH3:27])[cH:22][cH:23]1)[cH:9][c:10]([C:12](=[O:13])[OH:14])[cH:11]2.